From a dataset of the Open Reaction Database (ORD), a public repository of structured organic reaction records. describe an organic reaction: reactants, conditions, products, and yield Starting materials: Cc1ccccc1, Cl, CCOC(=O)CN1CCCCC1, O. Product: Cl, O=C(O)CN1CCCCC1. RXN SMILES: [CH3:15][c:16]1[cH:17][cH:18][cH:19][cH:20][cH:21]1.[ClH:14].[N:1]1([CH2:7][C:8](=[O:9])[O:10][CH2:11][CH3:12])[CH2:2][CH2:3][CH2:4][CH2:5][CH2:6]1.[OH2:13]>>[ClH:14].[N:1]1([CH2:7][C:8](=[O:9])[OH:10])[CH2:2][CH2:3][CH2:4][CH2:5][CH2:6]1. Starting materials: NC=1C(=CC(=NC1)NC1=NC=C(N=C1)C#N)NCC1CCN(CC1)C(=O)OC(C)(C)C (tert-butyl 4-((5-amino-2-(5-cyanopyrazin-2-ylamino)pyridin-4-ylamino)methyl)piperidine-1-carboxylate), CC=1C=CC(=CC1)S(=O)(=O)O (TsOH). Yields the product NC=1C(=CC(=NC1)NC=1N=CC(=NC1)C#N)NCC1CCNCC1 (5-(5-amino-4-(piperidin-4-ylmethylamino)pyridin-2-ylamino)pyrazine-2-carbonitrile). Isolated yield 6.2%. RXN SMILES: [NH2:1][C:2]1[C:3]([NH:17][CH2:18][CH:19]2[CH2:24][CH2:23][N:22](C(OC(C)(C)C)=O)[CH2:21][CH2:20]2)=[CH:4][C:5]([NH:8][C:9]2[CH:14]=[N:13][C:12]([C:15]#[N:16])=[CH:11][N:10]=2)=[N:6][CH:7]=1.CC1C=CC(S(O)(=O)=O)=CC=1>>[NH2:1][C:2]1[C:3]([NH:17][CH2:18][CH:19]2[CH2:24][CH2:23][NH:22][CH2:21][CH2:20]2)=[CH:4][C:5]([NH:8][C:9]2[N:10]=[CH:11][C:12]([C:15]#[N:16])=[N:13][CH:14]=2)=[N:6][CH:7]=1. Procedure: Crude tert-butyl 4-((5-amino-2-(5-cyanopyrazin-2-ylamino)pyridin-4-ylamino)methyl)piperidine-1-carboxylate (50 mg) was loaded onto a MP-TsOH SPE cartridge, then eluted after 20 minutes with 2 M ammonia in methanol. The basic fractions were concentrated. Preparative HPLC gave 5-(5-amino-4-(piperidin-4-ylmethylamino)pyridin-2-ylamino)pyrazine-2-carbonitrile (2.36 mg, 2.4% over 3 steps). Reactants: [N+](=O)([O-])C=1OC2=C(C1C1=CC=CC=C1)C=CC=C2C=O (2-nitro-3-phenylbenzofuran-7-carboxaldehyde), Cl.NNC(=O)N (semicarbazide hydrochloride), C(C)(=O)[O-].[Na+] (sodium acetate). The solvent is C(C)O (ethanol). Product: [N+](=O)([O-])C=1OC2=C(C1C1=CC=CC=C1)C=CC=C2C=NNC(=O)N (2-nitro-3-phenylbenzofuran-7-carboxaldehyde semicarbazone). Reaction SMILES: [N+:1]([C:4]1[O:5][C:6]2[C:18]([CH:19]=O)=[CH:17][CH:16]=[CH:15][C:7]=2[C:8]=1[C:9]1[CH:14]=[CH:13][CH:12]=[CH:11][CH:10]=1)([O-:3])=[O:2].Cl.[NH2:22][NH:23][C:24]([NH2:26])=[O:25].C([O-])(=O)C.[Na+]>C(O)C>[N+:1]([C:4]1[O:5][C:6]2[C:18]([CH:19]=[N:22][NH:23][C:24]([NH2:26])=[O:25])=[CH:17][CH:16]=[CH:15][C:7]=2[C:8]=1[C:9]1[CH:14]=[CH:13][CH:12]=[CH:11][CH:10]=1)([O-:3])=[O:2] |f:1.2,3.4|. Procedure details: To a mixture of 2.1 g. (0.0079 mole) of 2-nitro-3-phenylbenzofuran-7-carboxaldehyde in 70 ml. of ethanol is added 1.34 g. (0.012 mole) of semicarbazide hydrochloride and 1.07 g. (0.013 mole) of sodium acetate. The mixture is heated to its reflux temperature and maintained at reflux for 3 hours. The precipitated product is separated by filtration, washed with water and diethyl ether. The solid is washed with hot dichloroethane, separated by filtration, then dissolved in a mixture of 650 ml. of ch... Reactants: C(#N)C1=NC=CC=C1C1=CC(=CN1S(=O)(=O)C=1SC=CC1)CN(C(OC(C)(C)C)=O)C (tert-butyl {[5-(2-cyanopyridin-3-yl)-1-(2-thienylsulfonyl)-1H-pyrrol-3-yl]methyl}methylcarbamate), C(C)(=O)OCC.Cl (hydrogen chloride-ethyl acetate). The solvent is C(C)(=O)OCC (ethyl acetate), CC(C)O (2-propanol). Conditions: time 2 hour. The product is Cl.CNCC=1C=C(N(C1)S(=O)(=O)C=1SC=CC1)C=1C(=NC=CC1)C#N (3-[4-[(methylamino)methyl]-1-(2-thienylsulfonyl)-1H-pyrrol-2-yl]pyridine-2-carbonitrile hydrochloride). Yield: 84.0%. As a reaction SMILES: [C:1]([C:3]1[C:8]([C:9]2[N:13]([S:14]([C:17]3[S:18][CH:19]=[CH:20][CH:21]=3)(=[O:16])=[O:15])[CH:12]=[C:11]([CH2:22][N:23](C)[C:24](=O)OC(C)(C)C)[CH:10]=2)=[CH:7][CH:6]=[CH:5][N:4]=1)#[N:2].C(OCC)(=O)C.[ClH:38]>C(OCC)(=O)C.CC(O)C>[ClH:38].[CH3:24][NH:23][CH2:22][C:11]1[CH:10]=[C:9]([C:8]2[C:3]([C:1]#[N:2])=[N:4][CH:5]=[CH:6][CH:7]=2)[N:13]([S:14]([C:17]2[S:18][CH:19]=[CH:20][CH:21]=2)(=[O:16])=[O:15])[CH:12]=1 |f:1.2,5.6|. Reported procedure: To a solution of tert-butyl {[5-(2-cyanopyridin-3-yl)-1-(2-thienylsulfonyl)-1H-pyrrol-3-yl]methyl}methylcarbamate (195 mg) in ethyl acetate (2 mL) and 2-propanol (1 mL) was added 4 mol/L hydrogen chloride-ethyl acetate solution (3 mL), and the mixture was stirred at room temperature for 2 hr. The reaction mixture was concentrated under reduced pressure, and the residue was recrystallized from ethanol to give the title compound as a white solid (yield 140 mg, 84%). Starting materials: C(C=C)OC1=CC=C(C=C1)OC1=CC=C(C=C1)C (4-(4'-Methylphenoxy)phenyl allyl ether), ClC1=C(C=CC=C1)Cl (1,2-dichlorobenzene). Product: CC1=CC=C(OC2=CC(=C(C=C2)O)CC=C)C=C1 (4-(4'-methylphenoxy)-2-allylphenol). As a reaction SMILES: C([O:4][C:5]1[CH:10]=[CH:9][C:8]([O:11][C:12]2[CH:17]=[CH:16][C:15]([CH3:18])=[CH:14][CH:13]=2)=[CH:7][CH:6]=1)C=C.Cl[C:20]1[CH:25]=CC=C[C:21]=1Cl>>[CH3:18][C:15]1[CH:14]=[CH:13][C:12]([O:11][C:8]2[CH:7]=[CH:6][C:5]([OH:4])=[C:10]([CH2:25][CH:20]=[CH2:21])[CH:9]=2)=[CH:17][CH:16]=1. Procedure details: 4-(4'-Methylphenoxy)phenyl allyl ether (4.00 g, 16.37 mmol) was taken up in 1,2-dichlorobenzene (50 mL) and refluxed for 20 h. After cooling, the solvent was removed in vacuo and the resulting crude oil was chromatographed on silica gel (15% ethyl acetate/hexane) to afford 4-(4'-methylphenoxy)-2-allylphenol.